Task: describe an organic reaction: reactants, conditions, products, and yield. Dataset: the Open Reaction Database (ORD), a public repository of structured organic reaction records Reactants: C(CC1=CC=CC=C1)N (phenethylamine), BrCC(=O)OC(C)(C)C (tert-butyl bromoacetate). Solvent: C1(=CC=CC=C1)C (toluene). Run at temperature 95 celsius. Product: C(C)(C)(C)OC(CNCCC1=CC=CC=C1)=O (phenethylamino-acetic acid tert-butyl ester). Yield: 48.9%. As a reaction SMILES: [CH2:1]([NH2:9])[CH2:2][C:3]1[CH:8]=[CH:7][CH:6]=[CH:5][CH:4]=1.Br[CH2:11][C:12]([O:14][C:15]([CH3:18])([CH3:17])[CH3:16])=[O:13]>C1(C)C=CC=CC=1>[C:15]([O:14][C:12](=[O:13])[CH2:11][NH:9][CH2:1][CH2:2][C:3]1[CH:8]=[CH:7][CH:6]=[CH:5][CH:4]=1)([CH3:18])([CH3:17])[CH3:16]. Procedure details: A solution of 12.6 ml (100 mmol) phenethylamine in 50 ml toluene was treated at RT with 7.4 ml (200 mmol) tert-butyl bromoacetate and heated at 95° C. for 4 h. After cooling (0° C.), filtration and evaporation of the filtrate, the residue was suspended in pentane, cooled (0° C.), filtrated and evaporated to give 11.5 g (98%) of phenethylamino-acetic acid tert-butyl ester as an oil, MS: 236 (MH+). Starting materials: [Si](C)(C)(C(C)(C)C)N1C(CC1CC(CC(=O)OCC1=CC=CC=C1)O)=O (N-(t-butyldimethylsilyl)-4-(3-benzyloxycarbonyl-2-Hydroxypropyl)-azetidin-2-one). The reagents and catalysts are [Pd] (palladium). The solvent is C(C)O (ethanol). Conditions: time 30 minute. Product: [Si](C)(C)(C(C)(C)C)N1C(CC1CC(CC(=O)O)O)=O (N-(t-butyldimethylsilyl)-4-(3-carboxy-2-hydroxypropyl)-azetidin-2-one). The yield is 92.9%. As a reaction SMILES: [Si:1]([N:8]1[CH:11]([CH2:12][CH:13]([OH:25])[CH2:14][C:15]([O:17]CC2C=CC=CC=2)=[O:16])[CH2:10][C:9]1=[O:26])([C:4]([CH3:7])([CH3:6])[CH3:5])([CH3:3])[CH3:2]>[Pd].C(O)C>[Si:1]([N:8]1[CH:11]([CH2:12][CH:13]([OH:25])[CH2:14][C:15]([OH:17])=[O:16])[CH2:10][C:9]1=[O:26])([C:4]([CH3:6])([CH3:7])[CH3:5])([CH3:3])[CH3:2]. Procedure details: A mixture of crude N-(t-butyldimethylsilyl)-4-(3-benzyloxycarbonyl-2-Hydroxypropyl)-azetidin-2-one (13.46 g, 35.6 mmol), 10% palladium on charcoa, and ethanol (200 ml) is hydrogenated at 40 psi for 30 mins. The mixture is filtered and the filtrate is evaporated under vacuum and stripped with toluene to give N-(t-butyldimethylsilyl)-4-(3-carboxy-2-hydroxypropyl)-azetidin-2-one (9.51 g) as an off-white solid: IR (neat film from Me2CO) 3200 (br), 1735, and 1700 (shifts to 1590 with Et3N) cm-1 ; NMR...